From a dataset of the Open Reaction Database (ORD), a public repository of structured organic reaction records. describe an organic reaction: reactants, conditions, products, and yield The reactants are C(C)OC1=NNC=C1CCC(=O)OCC (ethyl 3-[3-ethoxy-1H-pyrazol-4-yl]propionate), C(C1=CC=CC=C1)OC1=CC=C(CCl)C=C1 (4-benzyloxybenzyl chloride), CN(C=O)C (N,N-dimethylformamide), [H-].[Na+] (sodium hydride). The solvent is O (water). Reaction conditions: time 1 hour. The product is C(C1=CC=CC=C1)OC1=CC=C(CN2N=C(C(=C2)CCC(=O)OCC)OCC)C=C1 (ethyl 3-[1-(4-benzyloxybenzyl)-3-ethoxy-1H-pyrazol-4-yl]propionate). The yield is 95.6%. As a reaction SMILES: [CH2:1]([O:3][C:4]1[C:8]([CH2:9][CH2:10][C:11]([O:13][CH2:14][CH3:15])=[O:12])=[CH:7][NH:6][N:5]=1)[CH3:2].[CH2:16]([O:23][C:24]1[CH:31]=[CH:30][C:27]([CH2:28]Cl)=[CH:26][CH:25]=1)[C:17]1[CH:22]=[CH:21][CH:20]=[CH:19][CH:18]=1.CN(C)C=O.[H-].[Na+]>O>[CH2:16]([O:23][C:24]1[CH:25]=[CH:26][C:27]([CH2:28][N:6]2[CH:7]=[C:8]([CH2:9][CH2:10][C:11]([O:13][CH2:14][CH3:15])=[O:12])[C:4]([O:3][CH2:1][CH3:2])=[N:5]2)=[CH:30][CH:31]=1)[C:17]1[CH:18]=[CH:19][CH:20]=[CH:21][CH:22]=1 |f:3.4|. Procedure details: To a mixture of ethyl 3-[3-ethoxy-1H-pyrazol-4-yl]propionate (1.50 g), 4-benzyloxybenzyl chloride (1.81 g), and N,N-dimethylformamide (30 ml), sodium hydride (60%, oily, 0.35 g) was added at 0° C., and then the mixture was stirred at room temperature for one hour. The reaction mixture was poured into water, which was extracted with ethyl acetate. The ethyl acetate layer was washed with water, then, with saturated aqueous sodium chloride solution, and dried (MgSO4) and concentrated. The residue w... Reactants: 6,CH2Cl2, CN(CC(=O)OCC)C1=CC=C(C=C1)N=O (ethyl N-methyl-N-(4-nitrosophenyl)glycinate), 10,d,2H,ArH, C12H14N2O2S, 07,s,3H,CH3—N, 25,s,3H,CH3, 18,q,2H,CH2—O, C(=S)(N1C=NC=C1)N1C=NC=C1 (thiocarbonyldimidazole), 58,d,2H,ArH. The reagents and catalysts are [Pd] (Pd/C). The solvent is C(C)(=O)OCC (ethyl acetate), C(Cl)Cl (CH2Cl2). Yields the product CN(CC(=O)OCC)C1=CC=C(C=C1)N=C=S (Ethyl N-methyl-N-(4-isothiocyanatophenyl)glycinate). RXN SMILES: [CH3:1][N:2]([C:9]1[CH:14]=[CH:13][C:12]([N:15]=O)=[CH:11][CH:10]=1)[CH2:3][C:4]([O:6][CH2:7][CH3:8])=[O:5].[C:17](N1C=CN=C1)(N1C=CN=C1)=[S:18]>C(OCC)(=O)C.C(Cl)Cl.[Pd]>[CH3:1][N:2]([C:9]1[CH:14]=[CH:13][C:12]([N:15]=[C:17]=[S:18])=[CH:11][CH:10]=1)[CH2:3][C:4]([O:6][CH2:7][CH3:8])=[O:5]. Procedure details: A solution of 14.7 g (66 mmol) of ethyl N-methyl-N-(4-nitrosophenyl)glycinate in 200 mL of ethyl acetate was reduced (10% Pd/C, 50 psi H2) until uptake was complete, dried 1 hr (Na2SO4), filtered, concentrated, and dissolved in a solution of 12.5 g (70mmol) of thiocarbonyldimidazole in 100 mL CH2Cl2/300 ml toluene. When tlc showed only product (2 hr ,Rf 0.6,CH2Cl2), the solution was washed with 2×100 mL of water, passed throug a silica plug to remove color, and recrystallized from hexane (300 mL... Starting materials: CC=1N=CC(=NC1)NC1=NC=NC2=CC=C(C=C12)O (4-[(5-methylpyrazin-2-yl)amino]quinazoline-6-ol), C(C)OC(COC=1C=C(C(=NC1)F)F)OCC (5-(2,2-diethoxyethoxy)-2,3-difluoropyridine), N1CCCC1 (pyrrolidine). Yields the product FC=1C(=NC=C(C1)OCCN1CCCC1)OC=1C=C2C(=NC=NC2=CC1)NC1=NC=C(N=C1)C (6-{[3-fluoro-5-(2-pyrrolidin-1-ylethoxy)pyridin-2-yl}oxy]-N-(5-methylpyrazin-2-yl)quinazoline-4-amine). RXN SMILES: [CH3:1][C:2]1[N:3]=[CH:4][C:5]([NH:8][C:9]2[C:18]3[C:13](=[CH:14][CH:15]=[C:16]([OH:19])[CH:17]=3)[N:12]=[CH:11][N:10]=2)=[N:6][CH:7]=1.C(O[CH:23](OCC)[CH2:24][O:25][C:26]1[CH:27]=[C:28]([F:33])[C:29](F)=[N:30][CH:31]=1)C.[NH:37]1[CH2:41][CH2:40][CH2:39][CH2:38]1>>[F:33][C:28]1[C:29]([O:19][C:16]2[CH:17]=[C:18]3[C:13](=[CH:14][CH:15]=2)[N:12]=[CH:11][N:10]=[C:9]3[NH:8][C:5]2[CH:4]=[N:3][C:2]([CH3:1])=[CH:7][N:6]=2)=[N:30][CH:31]=[C:26]([O:25][CH2:24][CH2:23][N:37]2[CH2:41][CH2:40][CH2:39][CH2:38]2)[CH:27]=1. Procedure details: Using 4-[(5-methylpyrazin-2-yl)amino]quinazoline-6-ol, 5-(2,2-diethoxyethoxy)-2,3-difluoropyridine and pyrrolidine, and in the same manner as in Example 31 or according to a method similar to it or according to a combination thereof with an ordinary method, the entitled compound (27 mg) was obtained as a pale yellow solid. Product: CCC1c2c(c3cc(Cl)ccc3n2C=C(C)c2ccc(F)c(F)c2)CCN1C. The reactants are CC(=CBr)c1ccc(F)c(F)c1, CCC1c2[nH]c3ccc(Cl)cc3c2CCN1C, [Cu]I, [K+], [K+], [K+], CN(C)C=O, O=C(O)C1CCCN1, O=P([O-])([O-])[O-]. As a reaction SMILES: [Br:34][CH:35]=[C:36]([CH3:37])[c:38]1[cH:39][c:40]([F:45])[c:41]([F:44])[cH:42][cH:43]1.[Cl:1][c:2]1[cH:3][c:4]2[c:5]3[c:6]([nH:7][c:8]2[cH:9][cH:10]1)[CH:11]([CH2:16][CH3:17])[N:12]([CH3:15])[CH2:13][CH2:14]3.[Cu:51][I:52].[K+:31].[K+:32].[K+:33].[O:46]=[CH:47][N:48]([CH3:49])[CH3:50].[OH:18][C:19]([CH:20]1[NH:21][CH2:22][CH2:23][CH2:24]1)=[O:25].[P:26]([O-:27])([O-:28])([O-:29])=[O:30]>>[Cl:1][c:2]1[cH:3][c:4]2[c:5]3[c:6]([n:7]([CH:35]=[C:36]([CH3:37])[c:38]4[cH:39][c:40]([F:45])[c:41]([F:44])[cH:42][cH:43]4)[c:8]2[cH:9][cH:10]1)[CH:11]([CH2:16][CH3:17])[N:12]([CH3:15])[CH2:13][CH2:14]3. The reactants are C12(CC3CC(CC(C1)C3)C2)C=2C=C(C=CC2OCOCCOC)C#CC2=CC=C(C(=O)Cl)C=C2 (4-[3-(1-adamantyl)-4-methoxyethoxymethoxyphenylethynyl]benzoyl chloride), N1CCOCC1 (morpholine). The product is C12(CC3CC(CC(C1)C3)C2)C=2C=C(C=CC2OCOCCOC)C#CC2=CC=C(C(=O)N3CCOCC3)C=C2 (4-[3-(1-adamantyl)-4-methoxyethoxymethoxy-phenylethynyl]benzoic acid morpholide). Yield: 76.3%. RXN SMILES: [C:1]12([C:11]3[CH:12]=[C:13]([C:24]#[C:25][C:26]4[CH:34]=[CH:33][C:29]([C:30](Cl)=[O:31])=[CH:28][CH:27]=4)[CH:14]=[CH:15][C:16]=3[O:17][CH2:18][O:19][CH2:20][CH2:21][O:22][CH3:23])[CH2:10][CH:5]3[CH2:6][CH:7]([CH2:9][CH:3]([CH2:4]3)[CH2:2]1)[CH2:8]2.[NH:35]1[CH2:40][CH2:39][O:38][CH2:37][CH2:36]1>>[C:1]12([C:11]3[CH:12]=[C:13]([C:24]#[C:25][C:26]4[CH:34]=[CH:33][C:29]([C:30]([N:35]5[CH2:40][CH2:39][O:38][CH2:37][CH2:36]5)=[O:31])=[CH:28][CH:27]=4)[CH:14]=[CH:15][C:16]=3[O:17][CH2:18][O:19][CH2:20][CH2:21][O:22][CH3:23])[CH2:10][CH:5]3[CH2:6][CH:7]([CH2:9][CH:3]([CH2:4]3)[CH2:2]1)[CH2:8]2. Reported procedure: In a manner analogous to Example 25(b), by reaction of 1.1 g (2.3 mmol) of 4-[3-(1-adamantyl)-4-methoxyethoxymethoxyphenylethynyl]benzoyl chloride with 600 μl (6.8 mmol) of morpholine, 930 mg (44%) of the expected amide were obtained, which amide had the melting point 142°-3° C. Starting materials: COC=O, Cl, COC(=O)Cc1ccccc1CCc1ccc(F)cc1, [H-], [Na+], CN(C)C=O, O. Yields the product COC=C(C(=O)OC)c1ccccc1CCc1ccc(F)cc1. As a reaction SMILES: [CH:21](=[O:22])[O:23][CH3:24].[ClH:27].[F:1][c:2]1[cH:3][cH:4][c:5]([CH2:8][CH2:9][c:10]2[c:11]([CH2:16][C:17](=[O:18])[O:19][CH3:20])[cH:12][cH:13][cH:14][cH:15]2)[cH:6][cH:7]1.[H-:25].[Na+:26].[O:28]=[CH:29][N:30]([CH3:31])[CH3:32].[OH2:33]>>[F:1][c:2]1[cH:3][cH:4][c:5]([CH2:8][CH2:9][c:10]2[c:11]([C:16]([C:17](=[O:18])[O:19][CH3:20])=[CH:21][O:23][CH3:24])[cH:12][cH:13][cH:14][cH:15]2)[cH:6][cH:7]1. Starting materials: COC1=C2C3(C(NC2=CC(=C1)OC)=O)COC1=CC2=C(OCCO2)C=C13 (4′,6′-dimethoxy-2,3-dihydrospiro[furo[2,3-g][1,4]benzodioxine-8,3′-indol]-2′(1′H)-one), BrCCOCCOC (1-bromo-2-(2-methoxyethoxy)ethane), N1C([C@]2(C3=CC=CC=C13)COC1=CC3=C(OCCO3)C=C12)=O ((8S)-2,3-dihydrospiro[furo[2,3-g][1,4]benzodioxine-8,3′-indol]-2′(1′H)-one), Br.BrCC1=NC=CC=C1 (2-(bromomethyl)pyridine hydrobromide). The product is COC1=C2C3(C(N(C2=CC(=C1)OC)CC1=NC=CC=C1)=O)COC1=CC2=C(OCCO2)C=C13 (4′,6′-dimethoxy-1′-(pyridin-2-ylmethyl)-2,3-dihydrospiro[furo[2,3-g][1,4]benzodioxine-8,3′-indol]-2′(1′H)-one). Reaction SMILES: [CH3:1][O:2][C:3]1[CH:11]=[C:10]([O:12][CH3:13])[CH:9]=[C:8]2[C:4]=1[C:5]1([C:26]3[C:17](=[CH:18][C:19]4[O:24][CH2:23][CH2:22][O:21][C:20]=4[CH:25]=3)[O:16][CH2:15]1)[C:6](=[O:14])[NH:7]2.[NH:27]1[C:35]2[C:30](=CC=C[CH:34]=2)[C@@:29]2([C:47]3[C:38](=CC4OCCOC=4C=3)OC2)C1=O.Br.BrCC1C=CC=CN=1.BrCCOCCOC>>[CH3:1][O:2][C:3]1[CH:11]=[C:10]([O:12][CH3:13])[CH:9]=[C:8]2[C:4]=1[C:5]1([C:26]3[C:17](=[CH:18][C:19]4[O:24][CH2:23][CH2:22][O:21][C:20]=4[CH:25]=3)[O:16][CH2:15]1)[C:6](=[O:14])[N:7]2[CH2:34][C:35]1[CH:30]=[CH:29][CH:47]=[CH:38][N:27]=1 |f:2.3|. Procedure details: Following the procedure as described in EXAMPLE 9.70 and making non-critical variations using 4′,6′-dimethoxy-2,3-dihydrospiro[furo[2,3-g][1,4]benzodioxine-8,3′-indol]-2′(1′H)-one to replace (8S)-2,3-dihydrospiro[furo[2,3-g][1,4]benzodioxine-8,3′-indol]-2′(1′H)-one, and 2-(bromomethyl)pyridine hydrobromide to replace 1-bromo-2-(2-methoxyethoxy)ethane, 4′,6′-dimethoxy-1′-(pyridin-2-ylmethyl)-2,3-dihydrospiro[furo[2,3-g][1,4]benzodioxine-8,3′-indol]-2′(1′H)-one was obtained (78%) as a colorless so...